Dataset: the Open Reaction Database (ORD), a public repository of structured organic reaction records. Task: describe an organic reaction: reactants, conditions, products, and yield Starting materials: BrC1=NC=C(C(=C1)C1(NC1)C)F (2-bromo-5-fluoro-4-(2-methyl-aziridin-2-yl)-pyridine), mixture, P(=O)(C1=CC=CC=C1)(C1=CC=CC=C1)C1=CC=CC=C1 (Ph3PO), [N+](=O)([O-])C1=C(C=CC=C1)S(=O)(=O)Cl (2-nitrobenzene-1-sulfonyl chloride), CN1CCOCC1 (N-methylmorpholine). Solvent: C1CCOC1 (THF), O (H2O). Conditions: time 1.5 hour. Yields the product BrC1=NC=C(C(=C1)C1(N(C1)S(=O)(=O)C1=C(C=CC=C1)[N+](=O)[O-])C)F (2-Bromo-5-fluoro-4-[2-methyl-1-(2-nitro-benzenesulfonyl)-aziridin-2-yl]-pyridine). RXN SMILES: [Br:1][C:2]1[CH:7]=[C:6]([C:8]2([CH3:11])[CH2:10][NH:9]2)[C:5]([F:12])=[CH:4][N:3]=1.P(C1C=CC=CC=1)(C1C=CC=CC=1)(C1C=CC=CC=1)=O.[N+:33]([C:36]1[CH:41]=[CH:40][CH:39]=[CH:38][C:37]=1[S:42](Cl)(=[O:44])=[O:43])([O-:35])=[O:34].CN1CCOCC1>C1COCC1.O>[Br:1][C:2]1[CH:7]=[C:6]([C:8]2([CH3:11])[CH2:10][N:9]2[S:42]([C:37]2[CH:38]=[CH:39][CH:40]=[CH:41][C:36]=2[N+:33]([O-:35])=[O:34])(=[O:43])=[O:44])[C:5]([F:12])=[CH:4][N:3]=1. Reported procedure: To a solution of crude 2-bromo-5-fluoro-4-(2-methyl-aziridin-2-yl)-pyridine (3.17 g as a 45% mixture with Ph3PO, 6.17 mmol) and 2-nitrobenzene-1-sulfonyl chloride (1.368 g, 6.17 mmol) in THF (23.15 mL) and H2O (7.72 mL) was added N-methylmorpholine and the reaction mixture was stirred at rt for 1.5 h. Alox neutral (2-3 spatula) was added and the reaction mixture was filtered through celite, washed with DCM and the filtrates were diluted with DCM and 1M aq. NaHCO3 soln. The phases were separated ...